From a dataset of the Open Reaction Database (ORD), a public repository of structured organic reaction records. describe an organic reaction: reactants, conditions, products, and yield Starting materials: CN([C@H]1CC=CC[C@H]1C(=O)O)S(=O)(=O)C1=CC=C(C=C1)OCC1=CC(=NC2=CC=CC=C12)C (cis-6-[methyl({4-[(2-methylquinolin-4-yl)methoxy]phenyl}sulfonyl)amino]cyclohex-3-ene-1-carboxylic acid), NO (hydroxylamine). The product is ONC(=O)[C@@H]1CC=CC[C@@H]1N(S(=O)(=O)C1=CC=C(C=C1)OCC1=CC(=NC2=CC=CC=C12)C)C (cis-N-hydroxy-6-[methyl({4-[(2-methylquinolin-4-yl)methoxy]phenyl}sulfonyl)amino]cyclohex-3-ene-1-carboxamide). Isolated yield 94.0%. As a reaction SMILES: [CH3:1][N:2]([S:12]([C:15]1[CH:20]=[CH:19][C:18]([O:21][CH2:22][C:23]2[C:32]3[C:27](=[CH:28][CH:29]=[CH:30][CH:31]=3)[N:26]=[C:25]([CH3:33])[CH:24]=2)=[CH:17][CH:16]=1)(=[O:14])=[O:13])[C@@H:3]1[C@H:8]([C:9](O)=[O:10])[CH2:7][CH:6]=[CH:5][CH2:4]1.[NH2:34][OH:35]>>[OH:35][NH:34][C:9]([C@H:8]1[C@@H:3]([N:2]([CH3:1])[S:12]([C:15]2[CH:16]=[CH:17][C:18]([O:21][CH2:22][C:23]3[C:32]4[C:27](=[CH:28][CH:29]=[CH:30][CH:31]=4)[N:26]=[C:25]([CH3:33])[CH:24]=3)=[CH:19][CH:20]=2)(=[O:14])=[O:13])[CH2:4][CH:5]=[CH:6][CH2:7]1)=[O:10]. Procedure details: According to the procedure of Example 10, Step 2, the reaction of 255.5 mg (0.4 mmol) of cis-6-[methyl({4-[(2-methylquinolin-4-yl)methoxy]phenyl}sulfonyl)amino]cyclohex-3-ene-1-carboxylic acid with hydroxylamine provided 200.1 mg of cis-N-hydroxy-6-[methyl({4-[(2-methylquinolin-4-yl)methoxy]phenyl}sulfonyl)amino]cyclohex-3-ene-1-carboxamide in 94% yield. MS: 482.1 (M+H)+ The reactants are CC1=C(C(=CC(=C1)C)C)O (2,4,6-trimethylphenol), [H-].[Na+] (NaH), ClC1=NC(=CC(=C1C)Cl)C (2,4-Dichloro-3,6-dimethyl-pyridine), C(Cl)(Cl)Cl (CHCl3). Run in CS(=O)C (DMSO), CCCCCC (hexane). Reaction conditions: temperature 130 celsius, time 5 minute. Yields the product ClC1=C(C(=NC(=C1)C)OC1=C(C=C(C=C1C)C)C)C (4-Chloro-3,6-dimethyl-2-(2,4,6-trimethyl-phenyoxy)-pyridine), crystals. RXN SMILES: [CH3:1][C:2]1[CH:7]=[C:6]([CH3:8])[CH:5]=[C:4]([CH3:9])[C:3]=1[OH:10].[H-].[Na+].Cl[C:14]1[C:19]([CH3:20])=[C:18]([Cl:21])[CH:17]=[C:16]([CH3:22])[N:15]=1.C(Cl)(Cl)Cl>CS(C)=O.CCCCCC>[Cl:21][C:18]1[CH:17]=[C:16]([CH3:22])[N:15]=[C:14]([O:10][C:3]2[C:4]([CH3:9])=[CH:5][C:6]([CH3:8])=[CH:7][C:2]=2[CH3:1])[C:19]=1[CH3:20] |f:1.2|. Reported procedure: A solution of 2,4,6-trimethylphenol (405 mg, 3.31 mmol) in 2 ml of DMSO was treated with NaH (60% in oil, 180 mg, 4.5 mmol). After 5 min, 2,4-Dichloro-3,6-dimethyl-pyridine (528 mg, 3 mmol) was added. The mixture was heated in the oil bath of 130° C. for 6 hours. The mixture was quenched with water and extracted with EtOAc. The organic layer was dried and concentrated to give 812.5 mg of crude material with two regioisomers. After silica gel column chromatography using 1:1 of CHCl3:hexane as elu... Reactants: BrC1=C(C(=CC(=C1)F)[N+](=O)[O-])C (1-bromo-5-fluoro-2-methyl-3-nitrobenzene), COC(N(C)C)OC (N,N-dimethylformamide dimethyl acetal), N1CCCC1 (pyrrolidine). Run in CN(C=O)C (N,N-dimethylformamide). Conditions: temperature 110 celsius. The product is BrC1=C(C(=CC(=C1)F)[N+](=O)[O-])/C=C/N(C)C ((E)-2-(2-bromo-4-fluoro-6-nitrophenyl)-N,N-dimethylethenamine). RXN SMILES: [Br:1][C:2]1[CH:7]=[C:6]([F:8])[CH:5]=[C:4]([N+:9]([O-:11])=[O:10])[C:3]=1[CH3:12].CO[CH:15](OC)[N:16]([CH3:18])[CH3:17].N1CCCC1>CN(C)C=O>[Br:1][C:2]1[CH:7]=[C:6]([F:8])[CH:5]=[C:4]([N+:9]([O-:11])=[O:10])[C:3]=1/[CH:12]=[CH:15]/[N:16]([CH3:18])[CH3:17]. Reported procedure: To a solution of 1-bromo-5-fluoro-2-methyl-3-nitrobenzene (5.0 g, 21.37 mmol) in N,N-dimethylformamide (50 mL) was added N,N-dimethylformamide dimethyl acetal (8.58 mL, 64.1 mmol) and pyrrolidine(1.767 mL, 21.37 mmol). The reaction mixture was heated at 110° C. for 4 hours. After cooling to room temperature, the N,N-dimethylformamide was removed by evaporation. The residue was taken up in diethyl ether and water. After separation of the organic layer, the aqueous layer was re-extracted with diet...